The task is: describe an organic reaction: reactants, conditions, products, and yield. This data is from the Open Reaction Database (ORD), a public repository of structured organic reaction records. The reactants are CCOC(=O)NN, CC(=O)c1c(OCc2ccccc2)ccc(Oc2c(C)cc([N+](=O)[O-])c3c2CCC3)c1O, CCCO, CCCCCC. Product: CCOC(=O)NN=C(C)c1c(OCc2ccccc2)ccc(Oc2c(C)cc([N+](=O)[O-])c3c2CCC3)c1O. Reaction SMILES: [C:33]([NH:34][NH2:35])(=[O:36])[O:37][CH2:38][CH3:39].[CH2:1]([c:2]1[cH:3][cH:4][cH:5][cH:6][cH:7]1)[O:8][c:9]1[cH:10][cH:11][c:12]([O:19][c:20]2[c:21]3[c:25]([c:26]([N+:30](=[O:31])[O-:32])[cH:27][c:28]2[CH3:29])[CH2:24][CH2:23][CH2:22]3)[c:13]([OH:18])[c:14]1[C:15]([CH3:16])=[O:17].[CH2:46]([OH:47])[CH2:48][CH3:49].[CH3:40][CH2:41][CH2:42][CH2:43][CH2:44][CH3:45]>>[CH2:1]([c:2]1[cH:3][cH:4][cH:5][cH:6][cH:7]1)[O:8][c:9]1[cH:10][cH:11][c:12]([O:19][c:20]2[c:21]3[c:25]([c:26]([N+:30](=[O:31])[O-:32])[cH:27][c:28]2[CH3:29])[CH2:24][CH2:23][CH2:22]3)[c:13]([OH:18])[c:14]1[C:15]([CH3:16])=[N:35][NH:34][C:33](=[O:36])[O:37][CH2:38][CH3:39]. Reactants: CCN=C=NCCCN(C)C, ClCCl, O=Cc1ccc(C(=O)O)s1, Cl, CNCCCN(C)C(=O)COC1Cc2ccccc2C12CCN(CCC1(c3ccc(F)cc3)CN(C(=O)c3cc(C(F)(F)F)cc(C(F)(F)F)c3)CO1)CC2, [Na+], O=C([O-])O. Reaction SMILES: [CH2:67]([N:68]=[C:69]=[N:70][CH2:71][CH2:72][CH2:73][N:74]([CH3:75])[CH3:76])[CH3:77].[CH2:83]([Cl:84])[Cl:85].[CH:56](=[O:57])[c:58]1[cH:59][cH:60][c:61]([C:63](=[O:64])[OH:65])[s:62]1.[ClH:66].[F:1][C:2]([c:3]1[cH:4][c:5]([C:6](=[O:7])[N:8]2[CH2:9][O:10][C:11]([c:13]3[cH:14][cH:15][c:16]([F:19])[cH:17][cH:18]3)([CH2:20][CH2:21][N:22]3[CH2:23][CH2:24][C:25]4([CH:26]([O:34][CH2:35][C:36](=[O:37])[N:38]([CH2:39][CH2:40][CH2:41][NH:42][CH3:43])[CH3:44])[CH2:27][c:28]5[cH:29][cH:30][cH:31][cH:32][c:33]54)[CH2:45][CH2:46]3)[CH2:12]2)[cH:47][c:48]([C:50]([F:51])([F:52])[F:53])[cH:49]1)([F:54])[F:55].[Na+:78].[OH:79][C:80](=[O:81])[O-:82]>>[F:1][C:2]([c:3]1[cH:4][c:5]([C:6](=[O:7])[N:8]2[CH2:9][O:10][C:11]([c:13]3[cH:14][cH:15][c:16]([F:19])[cH:17][cH:18]3)([CH2:20][CH2:21][N:22]3[CH2:23][CH2:24][C:25]4([CH:26]([O:34][CH2:35][C:36](=[O:37])[N:38]([CH2:39][CH2:40][CH2:41][N:42]([CH3:43])[C:63]([c:61]5[cH:60][cH:59][c:58]([CH:56]=[O:57])[s:62]5)=[O:65])[CH3:44])[CH2:27][c:28]5[cH:29][cH:30][cH:31][cH:32][c:33]54)[CH2:45][CH2:46]3)[CH2:12]2)[cH:47][c:48]([C:50]([F:51])([F:52])[F:53])[cH:49]1)([F:54])[F:55]. The product is CN(CCCN(C)C(=O)c1ccc(C=O)s1)C(=O)COC1Cc2ccccc2C12CCN(CCC1(c3ccc(F)cc3)CN(C(=O)c3cc(C(F)(F)F)cc(C(F)(F)F)c3)CO1)CC2. The reactants are CC1(OC2=C(C3=C1SCC3)C(=CC(=C2)C(C)C(CCCCC)C)O)C (1,2-dihydro-4,4-dimethyl-9-hydroxy-7-(3-methyl-2-octyl)-4H-thieno[2,3-c][1]benzopyran), ClC(=O)[O-] (chloroformate), CNC (dimethylamine), C(=O)(Cl)Cl (phosgene), CN(C1=CC=CC=C1)C (dimethylaniline). Product: CC1(OC2=C(C3=C1SCC3)C(=CC(=C2)C(C)C(CCCCC)C)OC(N(C)C)=O)C (1,2-dihydro-4,4-dimethyl-9-(N,N-dimethylcarbamyloxy)-7-(3-methyl-2-octyl)-4H-thieno[2,3-c][1]benzopyran). RXN SMILES: [CH3:1][C:2]1([CH3:25])[C:7]2[S:8][CH2:9][CH2:10][C:6]=2[C:5]2[C:11]([OH:24])=[CH:12][C:13]([CH:15]([CH:17]([CH3:23])[CH2:18][CH2:19][CH2:20][CH2:21][CH3:22])[CH3:16])=[CH:14][C:4]=2[O:3]1.[C:26](Cl)(Cl)=[O:27].[CH3:30][N:31](C)[C:32]1C=CC=CC=1.ClC([O-])=O.CNC>>[CH3:25][C:2]1([CH3:1])[C:7]2[S:8][CH2:9][CH2:10][C:6]=2[C:5]2[C:11]([O:24][C:26](=[O:27])[N:31]([CH3:32])[CH3:30])=[CH:12][C:13]([CH:15]([CH:17]([CH3:23])[CH2:18][CH2:19][CH2:20][CH2:21][CH3:22])[CH3:16])=[CH:14][C:4]=2[O:3]1. Reported procedure: By reacting 1,2-dihydro-4,4-dimethyl-9-hydroxy-7-(3-methyl-2-octyl)-4H-thieno[2,3-c][1]benzopyran with an equimolar amount of phosgene in the presence of dimethylaniline in a procedure similar to that described above in Example 20 and reacting the resulting chloroformate with dimethylamine, there is obtained 1,2-dihydro-4,4-dimethyl-9-(N,N-dimethylcarbamyloxy)-7-(3-methyl-2-octyl)-4H-thieno[2,3-c][1]benzopyran. Reactants: COC=1C=C2CCCC(C2=CC1)=O (6-methoxy-1-tetralone), COC=1C=C(C=O)C=CC1OCC (3-methoxy-4-ethoxybenzaldehyde), Cl (hydrochloric acid), CO (methanol). Run in C(C)(=O)OCC (ethyl acetate). Product: COC1C(C2=CC=C(C=C2CC1=CC1=CC(=C(C=C1)OCC)OC)OC)=O (2-methoxy[(3-methoxy-4-ethoxyphenyl)methylene]-6-methoxy-1-tetralone). RXN SMILES: [CH3:1][O:2][C:3]1[CH:4]=[C:5]2[C:10](=[CH:11][CH:12]=1)[C:9](=[O:13])[CH2:8][CH2:7][CH2:6]2.[CH3:14][O:15][C:16]1[CH:17]=[C:18]([CH:21]=[CH:22][C:23]=1[O:24][CH2:25][CH3:26])[CH:19]=O.Cl.[CH3:28][OH:29]>C(OCC)(=O)C>[CH3:28][O:29][CH:8]1[C:7](=[CH:19][C:18]2[CH:21]=[CH:22][C:23]([O:24][CH2:25][CH3:26])=[C:16]([O:15][CH3:14])[CH:17]=2)[CH2:6][C:5]2[C:10](=[CH:11][CH:12]=[C:3]([O:2][CH3:1])[CH:4]=2)[C:9]1=[O:13]. Reported procedure: After 6-methoxy-1-tetralone 1.0 g and 3-methoxy-4-ethoxybenzaldehyde 1.27 g were added to a mixture of concentrated hydrochloric acid 60 ml and methanol 50 ml, the mixture was refluxed for 2.5 hours. The reaction mixture was cooled to room temperature, and ethyl acetate 100 ml was added. The ethyl acetate solution was washed with water 100 ml twice and saturated salt solution 100 ml twice. The ethyl acetate solution was dehydrated with magnesium sulfate, and concentrated to 20 ml at 40° C. under... The reactants are O=C=Nc1ccc(Cl)cc1, Cc1nnc(C2CCCN2)n1Cc1ccc(Cl)cc1, ClCCl, Cl. The product is Cc1nnc(C2CCCN2C(=O)Nc2ccc(Cl)cc2)n1Cc1ccc(Cl)cc1. Reaction SMILES: [Cl:21][c:22]1[cH:23][cH:24][c:25]([N:28]=[C:29]=[O:30])[cH:26][cH:27]1.[Cl:2][c:3]1[cH:4][cH:5][c:6]([CH2:7][n:8]2[c:9]([CH3:18])[n:10][n:11][c:12]2[CH:13]2[NH:14][CH2:15][CH2:16][CH2:17]2)[cH:19][cH:20]1.[Cl:31][CH2:32][Cl:33].[ClH:1]>>[Cl:2][c:3]1[cH:4][cH:5][c:6]([CH2:7][n:8]2[c:9]([CH3:18])[n:10][n:11][c:12]2[CH:13]2[N:14]([C:29]([NH:28][c:25]3[cH:24][cH:23][c:22]([Cl:21])[cH:27][cH:26]3)=[O:30])[CH2:15][CH2:16][CH2:17]2)[cH:19][cH:20]1. Starting materials: CC(C)([O-])C.[K+] (Potassium tert-butoxide), CC(C(C)=O)OCC(=O)OC (methyl (1-methyl-2-oxopropoxy)acetate). The solvent is CCOCC (ether), C(C)(C)(C)O (tert-butanol). Product: CC1OCC(CC1=O)=O (2-methyl-2H-pyran-3,5(4H,6H)-dione). Reaction SMILES: CC(C)([O-])C.[K+].[CH3:7][CH:8]([O:12][CH2:13][C:14]([O:16]C)=O)[C:9](=[O:11])[CH3:10]>C(O)(C)(C)C.CCOCC>[CH3:7][CH:8]1[C:9](=[O:11])[CH2:10][C:14](=[O:16])[CH2:13][O:12]1 |f:0.1|. Procedure: Potassium tert-butoxide in tert-butanol (1 M, 203 mL) and the product from Example 44B (15.5 g, 97 mmol) in ether (55 mL) were processed as described in Example 43C. The residue was purified on silica gel eluting with ethyl acetate:formic acid:water:hexane (200:1:1:200) provided the title compound. 1H NMR (CDCl3) δ 1.48 (d, 3H), 3.43 (d, 1H), 3.92 (d, 1H), 3.97 (q, 1H), 4.04 (d, 1H), 4.44 (d, 1H).